From a dataset of the Open Reaction Database (ORD), a public repository of structured organic reaction records. describe an organic reaction: reactants, conditions, products, and yield Starting materials: O=C([O-])[O-], CCOC(=O)CP(=O)(OCC)OCC, CCO, Cc1cc(F)ccc1C=O, [K+], [K+]. The product is CCOC(=O)C=Cc1ccc(F)cc1C. As a reaction SMILES: [C:25](=[O:26])([O-:27])[O-:28].[CH3:11][CH2:12][O:13][C:14](=[O:15])[CH2:16][P:17]([O:18][CH2:19][CH3:20])([O:21][CH2:22][CH3:23])=[O:24].[CH3:31][CH2:32][OH:33].[F:1][c:2]1[cH:3][c:4]([CH3:10])[c:5]([CH:6]=[O:7])[cH:8][cH:9]1.[K+:29].[K+:30]>>[F:1][c:2]1[cH:3][c:4]([CH3:10])[c:5]([CH:6]=[CH:16][C:14]([O:13][CH2:12][CH3:11])=[O:15])[cH:8][cH:9]1. The reactants are CC1=CC=C(C=C1)C1=CC(SC2=CC=C(C=C12)C#CC1=NC=C(C(=O)OCC)C=C1)(C)C (ethyl 6-[[4-(4-methylphenyl)-2,2-dimethyl-(2H)-thiochromen-6-yl]-ethynyl]-nicotinate), CC1=CC=C(C=C1)C1=CC(SC2=CC=C(C=C12)C#CC1=NC=C(C(=O)OCC)C=C1)(C)C (ethyl 6-[[4-(4-methylphenyl)-2,2-dimethyl-(2H)-thiochromen-6-yl]-ethynyl]-nicotinate), [OH-].[Na+] (NaOH), aqueous solution, Cl (HCl). Solvent: C1CCOC1 (THF), CCO (EtOH). Reaction conditions: temperature 45 celsius, time 8 hour. Product: CC(CCCC1=CC(SC2=CC=C(C=C12)CCC1=NC=C(C(=O)O)C=C1)(C)C)CC (6-[[4-(4-methylhexyl)-2,2-dimethyl-(2H)-thiochromen-6-yl]-ethyl]-nicotinic acid). RXN SMILES: [CH3:1][C:2]1[CH:7]=[CH:6][C:5]([C:8]2[C:17]3[C:12](=[CH:13][CH:14]=[C:15]([C:18]#[C:19][C:20]4[CH:30]=[CH:29][C:23]([C:24]([O:26]CC)=[O:25])=[CH:22][N:21]=4)[CH:16]=3)[S:11][C:10]([CH3:32])([CH3:31])[CH:9]=2)=[CH:4][CH:3]=1.[OH-].[Na+].Cl>C1COCC1.CCO>[CH3:1][CH:2]([CH2:7][CH3:6])[CH2:3][CH2:4][CH2:5][C:8]1[C:17]2[C:12](=[CH:13][CH:14]=[C:15]([CH2:18][CH2:19][C:20]3[CH:30]=[CH:29][C:23]([C:24]([OH:26])=[O:25])=[CH:22][N:21]=3)[CH:16]=2)[S:11][C:10]([CH3:32])([CH3:31])[CH:9]=1 |f:1.2|. Procedure details: To a solution of ethyl 6-[[4-(4-methylphenyl)-2,2-dimethyl-(2H)-thiochromen-6-yl]-ethynyl]-nicotinate (Compound 240, 66.0 mg, 0.15 mmol) in 2.0 mL THF and 2.0 mL EtOH was added NaOH (80.0 mg, 2.0 mmol, 2.0 mL of a 1M aqueous solution). The resulting solution was heated to 45° C. and stirred overnight. Upon cooling to room temperature the reaction mixture was acidified with 10% aqueous HCl and extracted with EtOAc. The combined organic layers were washed with H2O, saturated aqueous NaCl, and drie... The reactants are BrC(C(=O)C1=CC=C(OCCCCCOC2=CC=C(C#N)C=C2)C=C1)CCCl (4-{5-[4-(2-bromo-4-chlorobutyryl)phenoxy]pentyloxy}-benzonitrile), NC(=S)N (thiourea), C(C)O (ethanol). The solvent is O (water). Product: NC=1SC(=C(N1)C1=CC=C(OCCCCCOC2=CC=C(C#N)C=C2)C=C1)CCCl (4-(5-{4-[2-Amino-5-(2-chloroethyl)thiazol-4-yl]phenoxy}pentyloxy)benzonitrile). Isolated yield 20.6%. RXN SMILES: Br[CH:2]([CH2:26][CH2:27][Cl:28])[C:3]([C:5]1[CH:25]=[CH:24][C:8]([O:9][CH2:10][CH2:11][CH2:12][CH2:13][CH2:14][O:15][C:16]2[CH:23]=[CH:22][C:19]([C:20]#[N:21])=[CH:18][CH:17]=2)=[CH:7][CH:6]=1)=O.[NH2:29][C:30]([NH2:32])=[S:31].C(O)C>O>[NH2:32][C:30]1[S:31][C:2]([CH2:26][CH2:27][Cl:28])=[C:3]([C:5]2[CH:25]=[CH:24][C:8]([O:9][CH2:10][CH2:11][CH2:12][CH2:13][CH2:14][O:15][C:16]3[CH:23]=[CH:22][C:19]([C:20]#[N:21])=[CH:18][CH:17]=3)=[CH:7][CH:6]=2)[N:29]=1. Procedure: 16.9 g (36.3 mmol) of 4-{5-[4-(2-bromo-4-chlorobutyryl)phenoxy]pentyloxy}-benzonitrile compound (9) of Preparative Example 1-4 and 5.53 g (72.6 mmol) of thiourea were added to 100 ml of ethanol, and the mixture was refluxed at 80□ for 12 hrs. The reaction solution was cooled to room temperature, added with purified water for recrystallization, and filtered under reduced pressure to obtain 3.3 g (yield: 21%) of a title compound (16). Starting materials: [BH4-], CC(=Cc1ccccc1)c1ccc2c(c1)C(C)(C)C(=O)C2(C)C, CCO, [Na+]. Yields the product CC(=Cc1ccccc1)c1ccc2c(c1)C(C)(C)C(O)C2(C)C. RXN SMILES: [BH4-:24].[CH3:1][C:2]1([CH3:23])[C:3](=[O:22])[C:4]([CH3:20])([CH3:21])[c:5]2[cH:6][c:7]([C:11](=[CH:12][c:13]3[cH:14][cH:15][cH:16][cH:17][cH:18]3)[CH3:19])[cH:8][cH:9][c:10]21.[CH3:26][CH2:27][OH:28].[Na+:25]>>[CH3:1][C:2]1([CH3:23])[CH:3]([OH:22])[C:4]([CH3:20])([CH3:21])[c:5]2[cH:6][c:7]([C:11](=[CH:12][c:13]3[cH:14][cH:15][cH:16][cH:17][cH:18]3)[CH3:19])[cH:8][cH:9][c:10]21. The reactants are NC1=C(C(=O)NC2=CC=C(C=C2)C(C)(C2CCN(CC2)C)C)C=CC=C1 (2-amino-N-{4-[1-methyl-1-(1-methyl-piperidin-4-yl)-ethyl]-phenyl}-benzamide), N1=CC=C(C=C1)C=O (4-pyridinecarboxaldehyde), [BH4-].[Na+] (NaBH4). Run in CCO (EtOH). Product: CC(C)(C1CCN(CC1)C)C1=CC=C(C=C1)NC(C1=C(C=CC=C1)NCC1=CC=NC=C1)=O (N-{4-[1-methyl-1-(1-methyl-piperidin-4-yl)-ethyl]-phenyl}-2-[(pyridin-4-ylmethyl)-amino]-benzamide). Reaction SMILES: [NH2:1][C:2]1[CH:26]=[CH:25][CH:24]=[CH:23][C:3]=1[C:4]([NH:6][C:7]1[CH:12]=[CH:11][C:10]([C:13]([CH3:22])([CH:15]2[CH2:20][CH2:19][N:18]([CH3:21])[CH2:17][CH2:16]2)[CH3:14])=[CH:9][CH:8]=1)=[O:5].[N:27]1[CH:32]=[CH:31][C:30]([CH:33]=O)=[CH:29][CH:28]=1.[BH4-].[Na+]>CCO>[CH3:14][C:13]([C:10]1[CH:9]=[CH:8][C:7]([NH:6][C:4](=[O:5])[C:3]2[CH:23]=[CH:24][CH:25]=[CH:26][C:2]=2[NH:1][CH2:33][C:30]2[CH:31]=[CH:32][N:27]=[CH:28][CH:29]=2)=[CH:12][CH:11]=1)([CH:15]1[CH2:16][CH2:17][N:18]([CH3:21])[CH2:19][CH2:20]1)[CH3:22] |f:2.3|. Procedure details: A mixture of 2-amino-N-{4-[1-methyl-1-(1-methyl-piperidin-4-yl)ethyl]phenyl}benzamide (600 mg, Step B) and 4-pyridinecarboxaldehyde (0.22 mL) was heated at reflux in EtOH (50 mL) overnight. NaBH4 (250 mg) was added and the mixture was heated at reflux for 10 min and evaporated. The residue was mixed with CH2Cl2 and washed with H2O twice, followed by brine. The organic layer was dried over Na2SO4 and evaporated under reduced pressure. The residue was purified by column chromatography using 10% Me... Starting materials: O (water), [N+](=O)([O-])[O-].[Ce+3].[N+](=O)([O-])[O-].[N+](=O)([O-])[O-] (cerium nitrate), NC(=O)N (urea), O (water). Solvent: C(C)O (ethanol), C(C)O (ethanol). Yields the product C([O-])([O-])=O.[Ce+3].C([O-])([O-])=O.C([O-])([O-])=O.[Ce+3] (cerium carbonate). Reaction SMILES: [N+]([O-])([O-])=[O:2].[Ce+3:5].[N+]([O-])([O-])=[O:7].[N+]([O-])([O-])=[O:11].N[C:15](N)=[O:16].[OH2:18]>C(O)C>[C:15](=[O:16])([O-:11])[O-:18].[Ce+3:5].[C:15](=[O:16])([O-:7])[O-:18].[C:15](=[O:16])([O-:2])[O-:18].[Ce+3:5] |f:0.1.2.3,7.8.9.10.11|. Procedure details: A cerium oxide powder was produced in the same manner as described in Embodiment 1 except 0.5 mol of cerium nitrate was dissolved in a solution of 10 mL of water and 90 mL of ethanol, and then mixed with a solution in which 1.5 mol of urea solution was dissolved in a solution of 10 mL of water and 90 mL of ethanol to obtain a cerium carbonate powder. 1.5 kg of the cerium carbonate powder was placed into an alumina crucible and the decomposed material was removed by thermal treatment in an oxygen... Yields the product COc1nc(C(F)(F)F)c(Br)c(C=O)c1Br. The reactants are COc1nc(C(F)(F)F)c(Br)cc1Br, C1CCOC1, [Li]CCCC, CCCCCC, CC(C)NC(C)C, COC=O. RXN SMILES: [Br:19][c:20]1[c:21]([O:31][CH3:32])[n:22][c:23]([C:27]([F:28])([F:29])[F:30])[c:24]([Br:26])[cH:25]1.[CH2:37]1[O:38][CH2:39][CH2:40][CH2:41]1.[CH2:8]([Li:9])[CH2:10][CH2:11][CH3:12].[CH3:13][CH2:14][CH2:15][CH2:16][CH2:17][CH3:18].[CH:1]([NH:2][CH:3]([CH3:4])[CH3:5])([CH3:6])[CH3:7].[CH:33](=[O:34])[O:35][CH3:36]>>[Br:19][c:20]1[c:21]([O:31][CH3:32])[n:22][c:23]([C:27]([F:28])([F:29])[F:30])[c:24]([Br:26])[c:25]1[CH:33]=[O:34]. Starting materials: ClC1=NC=CN=C1 (2-chloropyrazine), [OH-].[K+] (potassium hydroxide), [H-].[Na+] (sodium hydride), N1N=NC(=C1)C=1CCN(CC1)C(=O)OC(C)(C)C (tert-butyl 4-(1H-[1,2,3]triazol-4-yl)-1,2,3,6-tetra-hydropyridine-1-carboxylate). The solvent is CN(C=O)C (N,N-dimethylformamide), O (water). Run at temperature 120 celsius, time 5 hour. Product: N1=C(C=NC=C1)N1N=NC(=C1)C=1CCN(CC1)C(=O)OC(C)(C)C (tert-butyl 4-[1-(pyrazin-2-yl)-1H-[1,2,3]triazol-4-yl]-1,2,3,6-tetrahydropyridine-1-carboxylate). As a reaction SMILES: [NH:1]1[CH:5]=[C:4]([C:6]2[CH2:7][CH2:8][N:9]([C:12]([O:14][C:15]([CH3:18])([CH3:17])[CH3:16])=[O:13])[CH2:10][CH:11]=2)[N:3]=[N:2]1.Cl[C:20]1[CH:25]=[N:24][CH:23]=[CH:22][N:21]=1.[OH-].[K+].[H-].[Na+]>CN(C)C=O.O>[N:21]1[CH:22]=[CH:23][N:24]=[CH:25][C:20]=1[N:1]1[CH:5]=[C:4]([C:6]2[CH2:7][CH2:8][N:9]([C:12]([O:14][C:15]([CH3:18])([CH3:17])[CH3:16])=[O:13])[CH2:10][CH:11]=2)[N:3]=[N:2]1 |f:2.3,4.5|. Reported procedure: tert-butyl 4-(1H-[1,2,3]triazol-4-yl)-1,2,3,6-tetra-hydropyridine-1-carboxylate (10 mg) prepared in the above 3) was dissolved in 1 ml of N,N-dimethylformamide, 0.04 ml of 2-chloropyrazine, 11 mg of powdery potassium hydroxide and 10 mg of sodium hydride were added thereto and the mixture was stirred for 5 hours under heating at 120° C. The reaction solution was allowed to cool down to room temperature, water was added thereto, the mixture was extracted with ethyl acetate, the extract was dried ...